From a dataset of the Open Reaction Database (ORD), a public repository of structured organic reaction records. describe an organic reaction: reactants, conditions, products, and yield Starting materials: CN(C=O)C (Dimethylformamide), aldehyde, BrC1=CC(=CC(=C1)F)F (1-bromo-3,5-difluorobenzene), C1CCOC1 (THF), solution, C(C)(C)[N-]C(C)C.[Li+] (lithiumdiisopropylamide), NCC1=CC=C(C#N)C=C1 (4-aminomethyl benzonitrile). Run in CO.O1CCOCC1 (methanol dioxane), C1CCOC1.CCCCCCC.C(C)C1=CC=CC=C1 (THF heptane ethylbenzene). Reaction conditions: temperature -78 celsius, time 1 hour. Yields the product BrC1=CC(=C(C(=C1)F)C(C(=O)NCC1=CC=C(C=C1)C#N)OC)F ((RS)-2-(4-bromo-2,6-difluoro-phenyl)-N-(4-cyano-benzyl)-2-methoxy-acetamide). RXN SMILES: [Br:1][C:2]1[CH:7]=[C:6]([F:8])[CH:5]=[C:4]([F:9])[CH:3]=1.C([N-]C(C)C)(C)C.[Li+].[CH3:18][N:19](C)[CH:20]=[O:21].[NH2:23][CH2:24][C:25]1[CH:32]=[CH:31][C:28](C#N)=[CH:27][CH:26]=1.C1[CH2:37][O:36][CH2:35]C1>C1COCC1.CCCCCCC.C(C1C=CC=CC=1)C.CO.O1CCOCC1>[Br:1][C:2]1[CH:7]=[C:6]([F:8])[C:5]([CH:35]([O:36][CH3:37])[C:20]([NH:19][CH2:18][C:28]2[CH:31]=[CH:32][C:25]([C:24]#[N:23])=[CH:26][CH:27]=2)=[O:21])=[C:4]([F:9])[CH:3]=1 |f:1.2,6.7.8,9.10|. Reported procedure: A solution of 1-bromo-3,5-difluorobenzene (16.8 g) in THF (180 ml) was cooled to −75° C. under an argon atmosphere. A 2 M solution of lithiumdiisopropylamide in THF/heptane/ethylbenzene (43.1 ml) was slowly added at below −70° C. The mixture was stirred at −78° C. for 1 h. Dimethylformamide (12.6 ml) was added and the mixture was stirred for 2 h. The cooling bath was removed and the mixture was slowly warmed to rt. The mixture was diluted with diethyl ether and washed with 0.5 M HCl. The aqueous... Starting materials: C(C1=CC=CC=C1)O[C@@H]1[C@@H](O[C@H]([C@@H]1OCC1=CC=CC=C1)COCC1=CC=CC=C1)N1C(=O)NC(=O)C(=C1)F (1-(2,3,5-Tri-O-benzyl-α-L-ribofuranosyl)-5-fluorouracil), solution, B(Cl)(Cl)Cl (BCl3), C(Cl)Cl.CO (CH2Cl2 MeOH). Yield: 83.6%. RXN SMILES: C([O:8][C@H:9]1[C@@H:13]([O:14]CC2C=CC=CC=2)[C@H:12]([CH2:22][O:23]CC2C=CC=CC=2)[O:11][C@H:10]1[N:31]1[CH:38]=[C:37]([F:39])[C:35](=[O:36])[NH:34][C:32]1=[O:33])C1C=CC=CC=1.B(Cl)(Cl)Cl.C(Cl)Cl.CO>C(Cl)Cl.O>[C@@H:10]1([N:31]2[CH:38]=[C:37]([F:39])[C:35](=[O:36])[NH:34][C:32]2=[O:33])[O:11][C@@H:12]([CH2:22][OH:23])[C@H:13]([OH:14])[C@@H:9]1[OH:8] |f:2.3|. Yields the product [C@@H]1([C@@H](O)[C@@H](O)[C@@H](O1)CO)N1C(=O)NC(=O)C(=C1)F (1-α-L-ribofuranosyl-5-fluorouracil). Procedure: To a solution of 24 (1.0 g, 1.87 mmol) in CH2Cl2 (50 ml), at -78° C. under nitrogen atmosphere, 1M solution of BCl3 (20 ml, 20.57 mmol) was added dropwise. The reaction mixture was stirred at -78° C. for four hours, a 1:1 mixture of CH2Cl2 /MeOH (50 ml) was added and the reaction mixture was brought to room temperature and the solvents were evaporated to dryness. The residue was coevaporated with MeOH (25 ml) 5 times. The residue obtained was dissolved in water and washed with CHCl3 (2×50 ml). T... Reaction conditions: temperature -78 celsius, time 4 hour. The solvent is C(Cl)Cl (CH2Cl2), O (water). The reactants are C(C=C)S (Allyl mercaptan), C(=O)NC=1SC=C(N1)C(C(=O)OCC)=NOCCBr (ethyl 2-(2formamidothiazol-4-yl)-2-(2-bromoethoxyimino)acetate), C([O-])([O-])=O.[K+].[K+] (potassium carbonate), O (water), resultant solution. Solvent: CN(C=O)C (N,N-dimethylformamide). Run at time 5 hour. Yields the product C(C=C)SCCON=C(C(=O)OCC)C=1N=C(SC1)NC=O (ethyl 2-(2-allylthioethoxyimino)-2-(2-formamidothiazol-4-yl)acetate). Isolated yield 81.6%. As a reaction SMILES: [CH2:1]([SH:4])[CH:2]=[CH2:3].[CH:5]([NH:7][C:8]1[S:9][CH:10]=[C:11]([C:13](=[N:19][O:20][CH2:21][CH2:22]Br)[C:14]([O:16][CH2:17][CH3:18])=[O:15])[N:12]=1)=[O:6].C(=O)([O-])[O-].[K+].[K+].O>CN(C)C=O>[CH2:1]([S:4][CH2:22][CH2:21][O:20][N:19]=[C:13]([C:11]1[N:12]=[C:8]([NH:7][CH:5]=[O:6])[S:9][CH:10]=1)[C:14]([O:16][CH2:17][CH3:18])=[O:15])[CH:2]=[CH2:3] |f:2.3.4|. Reported procedure: Allyl mercaptan (2.12 g.) was added dropwise to a stirred suspension of ethyl 2-(2formamidothiazol-4-yl)-2-(2-bromoethoxyimino)acetate (syn isomer, 5 g.) and potassium carbonate (3.95 g.) in N,N-dimethylformamide (50 ml.) under ice cooling and stirred at the same temperature for 10 minutes and further at room temperature for 5 hours. After adding water (300 ml.) to the resultant solution, the mixture was extracted with ethyl acetate three times. The extracts were washed twice with a saturated aq... Reactants: CC(=O)O, Cl, NNc1ccc(F)cc1, CC(=O)C=O, O. The product is CC(C=O)=NNc1ccc(F)cc1. As a reaction SMILES: [CH3:17][C:18](=[O:19])[OH:20].[ClH:10].[F:1][c:2]1[cH:3][cH:4][c:5]([NH:8][NH2:9])[cH:6][cH:7]1.[O:12]=[C:13]([CH:14]=[O:15])[CH3:16].[OH2:11]>>[F:1][c:2]1[cH:3][cH:4][c:5]([NH:8][N:9]=[C:13]([CH:14]=[O:15])[CH3:16])[cH:6][cH:7]1. Reactants: ClC=1C=C(C=CC1Cl)[C@H]1CC[C@H](C2=CC=CC=C12)NC(=O)C1=C(C(N(C=C1)C)=O)O (N-(cis-4-(3,4-dichlorophenyl)-1,2,3,4-tetrahydronaphthalen-1-yl)-3-hydroxy-1-methyl-2-oxo-1,2-dihydropyridine-4-carboxamide), [B-]([S+](C)C)(Cl)(Cl)Cl (boron trichloride-methyl sulfide complex). The solvent is C(Cl)Cl (DCM), ClCCCl (DCE). Run at temperature 70 celsius, time 16 hour. Product: N1C(CCC1)=O (Pyrrolidinone), N1C(C(CCC1)=O)=O (tetrahydropyridinedione). As a reaction SMILES: ClC1C=C([C@@H]2C3C(=CC=CC=3)[C@H](NC([C:22]3[CH:27]=[CH:26][N:25](C)[C:24](=[O:29])[C:23]=3[OH:30])=O)CC2)C=CC=1Cl.[B-](Cl)(Cl)(Cl)[S+](C)C>C(Cl)Cl.ClCCCl>[NH:25]1[CH2:26][CH2:27][CH2:22][C:24]1=[O:29].[NH:25]1[CH2:26][CH2:27][CH2:22][C:23](=[O:30])[C:24]1=[O:29]. Procedure: To a solution of Example 8A (13 mg, 0.028 mmol) in DCM (0.5 mL) and DCE (0.5 mL) was added boron trichloride-methyl sulfide complex (30.6 mg, 0.171 mmol). The reaction mixture was stirred at 70° C. for 16 h. The reaction mixture was quenched with ice and MeOH and example 8 isolated via prep HPLC (10 minute gradient from 5 to 100% B; Column: Phenomenex AXIA Luna 100×20 mm 5 μm; Solvent A: 10% ACN-90% H2O-0.1% TFA; Solvent B: 90% ACN-10% H2O-0.1% TFA). The desired fractions were evaporated to dryn...